describe an organic reaction: reactants, conditions, products, and yield From a dataset of the Open Reaction Database (ORD), a public repository of structured organic reaction records. Reactants: CC1=CC(=C(N)C=C1C)O (4,5-dimethyl-2-hydroxyaniline), O (water), ClC(=O)OC1=CC=CC=C1 (phenyl chloroformate). The solvent is C(Cl)Cl (methylene chloride), C(Cl)Cl (methylene chloride). Conditions: time 2 hour. Product: CC1=CC(=C(C=C1C)NC(OC1=CC=CC=C1)=O)O (Phenyl N-(4,5-dimethyl-2-hydroxyphenyl)carbamate). Yield: 92.0%. Reaction SMILES: [CH3:1][C:2]1[C:8]([CH3:9])=[CH:7][C:5]([NH2:6])=[C:4]([OH:10])[CH:3]=1.Cl[C:12]([O:14][C:15]1[CH:20]=[CH:19][CH:18]=[CH:17][CH:16]=1)=[O:13].O>C(Cl)Cl>[CH3:1][C:2]1[C:8]([CH3:9])=[CH:7][C:5]([NH:6][C:12](=[O:13])[O:14][C:15]2[CH:20]=[CH:19][CH:18]=[CH:17][CH:16]=2)=[C:4]([OH:10])[CH:3]=1. Procedure: To 4,5-dimethyl-2-hydroxyaniline(6.80 g, 0.05 mole), methylene chloride(100 ml) was added and then phenyl chloroformate(8.0 g, 0.05 mole) was added slowly. After stirring for 2 hours, addition of water(150 ml), extraction with methylene chloride and column chromatography gave the titled compound.